describe an organic reaction: reactants, conditions, products, and yield From a dataset of the Open Reaction Database (ORD), a public repository of structured organic reaction records. Starting materials: COC(=O)Cc1ccc(OC)c(Oc2ccc(Br)cc2C=O)c1, CCN. Yields the product CCNCc1cc(Br)ccc1Oc1cc(CC(=O)OC)ccc1OC. RXN SMILES: [CH3:1][O:2][C:3]([CH2:4][c:5]1[cH:6][c:7]([O:13][c:14]2[c:15]([CH:21]=[O:22])[cH:16][c:17]([Br:20])[cH:18][cH:19]2)[c:8]([O:11][CH3:12])[cH:9][cH:10]1)=[O:23].[CH3:24][CH2:25][NH2:26]>>[CH3:1][O:2][C:3]([CH2:4][c:5]1[cH:6][c:7]([O:13][c:14]2[c:15]([CH2:21][NH:26][CH2:25][CH3:24])[cH:16][c:17]([Br:20])[cH:18][cH:19]2)[c:8]([O:11][CH3:12])[cH:9][cH:10]1)=[O:23]. The reactants are ClCCCCC(=O)Cl (5-Chlorovaleryl chloride), N1CCCC(C2=C1C=CC=C2)=O (1,2,3,4-tetrahydro-5H-1-benzazepin-5-one), C([O-])([O-])=O.[K+].[K+] (potassium carbonate). Solvent: CN(C=O)C (dimethylformamide), CN(C=O)C (dimethylformamide). Run at temperature 10 celsius, time 1 hour. Product: ClCCCCC(=O)N1CCCC(C2=C1C=CC=C2)=O (1-(5-Chloropentanoyl)-1,2,3,4-tetrahydro-5H-1-benzazepin-5-one). RXN SMILES: [Cl:1][CH2:2][CH2:3][CH2:4][CH2:5][C:6](Cl)=[O:7].[NH:9]1[C:15]2[CH:16]=[CH:17][CH:18]=[CH:19][C:14]=2[C:13](=[O:20])[CH2:12][CH2:11][CH2:10]1.C(=O)([O-])[O-].[K+].[K+]>CN(C)C=O>[Cl:1][CH2:2][CH2:3][CH2:4][CH2:5][C:6]([N:9]1[C:15]2[CH:16]=[CH:17][CH:18]=[CH:19][C:14]=2[C:13](=[O:20])[CH2:12][CH2:11][CH2:10]1)=[O:7] |f:2.3.4|. Procedure: 5-Chlorovaleryl chloride (18.61 mmol, 2.89 g) in dimethylformamide (20 ml) was added dropwise at 10° to a suspension of 1,2,3,4-tetrahydro-5H-1-benzazepin-5-one (12.41 mmol, 2.00 g, preparation according to J. Org. Chem 1972, 37, 2849) and potassium carbonate (14.89 mmol, 2.06 g) in dimethylformamide (40 ml). The reaction mixture was stirred first at 10° C. for 1 h and then under reflux for 3 h. The precipitated salts were filtered off and the filtrate was concentrated to dryness. CH2Cl2 was add... Starting materials: CS(=O)(=O)O.FC1=CC=CC=2C3=C(N(C12)C)CCN(C3=O)CC=3N=CNC3C (6-fluoro-2,3,4,5-tetrahydro-5-methyl-2-[(5-methyl-1H-imidazol-4-yl)methyl]-1H-pyrido[4,3-b]indol-1-one methanesulphonate). The solvent is O (water). Conditions: temperature 45 celsius. The product is O.O.CS(=O)(=O)O.FC1=CC=CC=2C3=C(N(C12)C)CCN(C3=O)CC=3N=CNC3C (6-Fluoro-2,3,4,5-tetrahydro-5-methyl-2-[(5-methyl-1H-imidazol-4-yl)methyl]-1H-pyrido[4,3-b]indol-1-one methanesulphonate dihydrate). The yield is 113.1%. As a reaction SMILES: [CH3:1][S:2]([OH:5])(=[O:4])=[O:3].[F:6][C:7]1[C:15]2[N:14]([CH3:16])[C:13]3[CH2:17][CH2:18][N:19]([CH2:22][C:23]4[N:24]=[CH:25][NH:26][C:27]=4[CH3:28])[C:20](=[O:21])[C:12]=3[C:11]=2[CH:10]=[CH:9][CH:8]=1>O>[OH2:3].[OH2:21].[CH3:1][S:2]([OH:5])(=[O:4])=[O:3].[F:6][C:7]1[C:15]2[N:14]([CH3:16])[C:13]3[CH2:17][CH2:18][N:19]([CH2:22][C:23]4[N:24]=[CH:25][NH:26][C:27]=4[CH3:28])[C:20](=[O:21])[C:12]=3[C:11]=2[CH:10]=[CH:9][CH:8]=1 |f:0.1,3.4.5.6|. Procedure: To 6-fluoro-2,3,4,5-tetrahydro-5-methyl-2-[(5-methyl-1H-imidazol-4-yl)methyl]-1H-pyrido[4,3-b]indol-1-one methanesulphonate (33.0 g) was added water (112 ml) and the mixture heated to 45° C. to give a clear yellow solution. This solution was allowed to reach ambient temperature, then cooled to 10° C., whereupon the mixture was filtered and the solid washed with water (20 ml, at 10° C.). The solid was dried at 48° C. in vacuo for 16 hours to give the title compound (20.3 g). Reactants: [N+](=O)([O-])C=C(NCCSCC=1N=C(SC1)NC(=N)N)SC (1-nitro-2-methylthio-2-{2-[(2-guanidinothiazol-4-yl)methylthio]ethylamino}ethylene), C(C#C)N (propargylamine). Run in C(C)#N (acetonitrile). The product is [N+](=O)([O-])C=C(NCCSCC=1N=C(SC1)NC(=N)N)NCC#C (1-Nitro-2-(2-propynylamino)-2-{2-[(2-guanidinothiazol-4-yl)methylthio]ethylamino}ethylene). RXN SMILES: [N+:1]([CH:4]=[C:5](SC)[NH:6][CH2:7][CH2:8][S:9][CH2:10][C:11]1[N:12]=[C:13]([NH:16][C:17]([NH2:19])=[NH:18])[S:14][CH:15]=1)([O-:3])=[O:2].[CH2:22]([NH2:25])[C:23]#[CH:24]>C(#N)C>[N+:1]([CH:4]=[C:5]([NH:25][CH2:22][C:23]#[CH:24])[NH:6][CH2:7][CH2:8][S:9][CH2:10][C:11]1[N:12]=[C:13]([NH:16][C:17]([NH2:19])=[NH:18])[S:14][CH:15]=1)([O-:3])=[O:2]. Procedure: A mixture of the product of Step A (3.0 g; 8.61 mmoles) and propargylamine (6.0 ml) in acetonitrile (21 ml) was stirred and heated at reflux temperature under a positive pressure of nitrogen for 18 hours. The reaction mixture was evaporated under reduced pressure and the residue was placed on 70 g of silica gel and chromatographed using a gradient elution of methylene chloride-methanol. The appropriate fractions were combined and evaporated, and the 480 mg of product was recrystallized from isop... The reactants are [Al+3], [H-], [H-], [H-], [H-], [Li+], [Na+], [Na+], C1CCOC1, O, O, O, O, O, O, O, O, O, O, O=S(=O)([O-])[O-], CCOC(=O)c1cn(Cc2ccc(OCc3csc(-c4ccccc4)n3)cc2)nc1-c1cccs1. The product is OCc1cn(Cc2ccc(OCc3csc(-c4ccccc4)n3)cc2)nc1-c1cccs1. RXN SMILES: [Al+3:2].[H-:1].[H-:4].[H-:5].[H-:6].[Li+:3].[Na+:57].[Na+:58].[O:59]1[CH2:60][CH2:61][CH2:62][CH2:63]1.[OH2:42].[OH2:43].[OH2:44].[OH2:45].[OH2:46].[OH2:47].[OH2:48].[OH2:49].[OH2:50].[OH2:51].[S:52]([O-:53])([O-:54])(=[O:55])=[O:56].[c:7]1(-[c:13]2[s:14][cH:15][c:16]([CH2:18][O:19][c:20]3[cH:21][cH:22][c:23]([CH2:24][n:25]4[n:26][c:27](-[c:35]5[s:36][cH:37][cH:38][cH:39]5)[c:28]([C:30](=[O:31])[O:32][CH2:33][CH3:34])[cH:29]4)[cH:40][cH:41]3)[n:17]2)[cH:8][cH:9][cH:10][cH:11][cH:12]1>>[c:7]1(-[c:13]2[s:14][cH:15][c:16]([CH2:18][O:19][c:20]3[cH:21][cH:22][c:23]([CH2:24][n:25]4[n:26][c:27](-[c:35]5[s:36][cH:37][cH:38][cH:39]5)[c:28]([CH2:30][OH:31])[cH:29]4)[cH:40][cH:41]3)[n:17]2)[cH:8][cH:9][cH:10][cH:11][cH:12]1. The reactants are C(C)[Mg]Br (Ethylmagnesium bromide), C(CCCCCCCC)C1=CC=C(C=C1)O (4-nonylphenol), C(C)OCC (diethyl ether). Conditions: time 30 minute. Yields the product OC1=C(C=O)C=C(C=C1)CCCCCCCCC (2-hydroxy-5-nonylbenzaldehyde). RXN SMILES: C([Mg]Br)C.[CH2:5]([C:14]1[CH:19]=[CH:18][C:17]([OH:20])=[CH:16][CH:15]=1)[CH2:6][CH2:7][CH2:8][CH2:9][CH2:10][CH2:11][CH2:12][CH3:13].[CH2:21]([O:23]CC)C>>[OH:20][C:17]1[CH:16]=[CH:15][C:14]([CH2:5][CH2:6][CH2:7][CH2:8][CH2:9][CH2:10][CH2:11][CH2:12][CH3:13])=[CH:19][C:18]=1[CH:21]=[O:23]. Procedure: Ethylmagnesium bromide (18 ml of 3M solution in diethyl ether) was added dropwise to a stirred solution of 4-nonylphenol (11.2 g) in diethyl ether (100 ml) at 0°-10° C. under nitrogen. Stirring was continued at 10° C. for 30 minutes, the mixture was allowed to warm to ambient temperature, the bulk of the diethyl ether was removed by distillation, toluene (100 ml) and methanol (6.5 g) were added and removal of diethyl ether and free (uncoordinated to Mg) methanol was continued by fractional disti...